This data is from the Open Reaction Database (ORD), a public repository of structured organic reaction records. The task is: describe an organic reaction: reactants, conditions, products, and yield Reactants: ClC1=C(C#N)C=C(C(=N1)C1=CC=CC=C1)C1=CC=C(C=C1)C (2-chloro-6-phenyl-5-p-tolylnicotinonitrile), ClC1=C(C#N)C=C(C(=N1)C1=CC=CC=C1)C1=CC=C(C=C1)C (2-chloro-6-phenyl-5-p-tolylnicotinonitrile), N1CCOCC1 (morpholine). The solvent is CN(C)C=O (DMF). The product is O1CCN(CC1)C1=C(C#N)C=C(C(=N1)C1=CC=CC=C1)C1=CC=C(C=C1)C (2-Morpholino-6-phenyl-5-p-tolylnicotinonitrile). RXN SMILES: Cl[C:2]1[N:9]=[C:8]([C:10]2[CH:15]=[CH:14][CH:13]=[CH:12][CH:11]=2)[C:7]([C:16]2[CH:21]=[CH:20][C:19]([CH3:22])=[CH:18][CH:17]=2)=[CH:6][C:3]=1[C:4]#[N:5].[NH:23]1[CH2:28][CH2:27][O:26][CH2:25][CH2:24]1>CN(C=O)C>[O:26]1[CH2:27][CH2:28][N:23]([C:2]2[N:9]=[C:8]([C:10]3[CH:15]=[CH:14][CH:13]=[CH:12][CH:11]=3)[C:7]([C:16]3[CH:21]=[CH:20][C:19]([CH3:22])=[CH:18][CH:17]=3)=[CH:6][C:3]=2[C:4]#[N:5])[CH2:24][CH2:25]1. Reported procedure: A solution of 2-chloro-6-phenyl-5-p-tolylnicotinonitrile (Compound 115, 124 mg, 0.4 mmol) and morpholine (36 mg, 0.4 mmol) in DMF (2 ml) was heated at 150° C. for 2 hours. The solvents was removed and the residue was purified by MPLC column chromatography (silica gel, 10% ethyl acetate in hexane) to obtain the title compound as a white solid. Reactants: ClC(Cl)(Cl)Cl, CC1(C)C2CC=C(CO)C1C2, CCCCC, c1ccc(P(c2ccccc2)c2ccccc2)cc1. Product: CC1(C)C2CC=C(CCl)C1C2. RXN SMILES: [C:36]([Cl:37])([Cl:38])([Cl:39])[Cl:40].[CH3:20][C:21]1([CH3:30])[CH:22]2[CH2:23][CH:24]=[C:25]([CH2:28][OH:29])[CH:26]1[CH2:27]2.[CH3:31][CH2:32][CH2:33][CH2:34][CH3:35].[c:1]1([P:2]([c:3]2[cH:4][cH:5][cH:6][cH:7][cH:8]2)[c:9]2[cH:10][cH:11][cH:12][cH:13][cH:14]2)[cH:15][cH:16][cH:17][cH:18][cH:19]1>>[CH3:20][C:21]1([CH3:30])[CH:22]2[CH2:23][CH:24]=[C:25]([CH2:28][Cl:37])[CH:26]1[CH2:27]2. The reactants are ClC1=CC=C(C=C1)C1=C(C2CC(CN2C1=O)(C)C)C1=CC=CC=C1 (2-(4-chlorophenyl)-6,6-dimethyl-1-phenyl-5,6,7,7a-tetrahydro-pyrrolizin-3-one), C(Cl)(Cl)Cl (CHCl3), ClC1=CC=C(C=C1)C1=C(C2=CC(CN2C1=O)(C)C)C1=CC=CC=C1 (2-(4-chlorophenyl)-6,6-dimethyl-1-phenyl-5,6-dihydropyrrolizin-3-one). Solvent: O (H2O). Product: ClC1=CC=C(C=C1)C1=C(C2(CC(CN2C1=O)(C)C)O)C1=CC=CC=C1 (2-(4-Chlorophenyl)-7a-hydroxy-6,6-dimethyl-1-phenyl-5,6,7,7a-tetrahydropyrrolizin-3-one). RXN SMILES: [Cl:1][C:2]1[CH:7]=[CH:6][C:5]([C:8]2[C:15](=[O:16])[N:14]3[CH:10]([CH2:11][C:12]([CH3:18])([CH3:17])[CH2:13]3)[C:9]=2[C:19]2[CH:24]=[CH:23][CH:22]=[CH:21][CH:20]=2)=[CH:4][CH:3]=1.C(Cl)(Cl)Cl.ClC1C=CC(C2C(=[O:44])N3C(=CC(C)(C)C3)C=2C2C=CC=CC=2)=CC=1>O>[Cl:1][C:2]1[CH:3]=[CH:4][C:5]([C:8]2[C:15](=[O:16])[N:14]3[C:10]([OH:44])([CH2:11][C:12]([CH3:17])([CH3:18])[CH2:13]3)[C:9]=2[C:19]2[CH:20]=[CH:21][CH:22]=[CH:23][CH:24]=2)=[CH:6][CH:7]=1. Reported procedure: It was not possible to observe the 2-(4-chlorophenyl)-6,6-dimethyl-1-phenyl-5,6,7,7a-tetrahydro-pyrrolizin-3-one (keto tautomer of 2-(4-chlorophenyl)-6,6-dimethyl-1-phenyl-6,7-dihydro-5H-pyrrolizin-3-ol) expected as a hydrolysis product in any case. After relatively long standing (16 h) of a CHCl3 solution of the product, the 2-(4-chlorophenyl)-6,6-dimethyl-1-phenyl-5,6-dihydropyrrolizin-3-one described in example 29 is obtained as a substance in pure form (H2O elimination). The reactants are N1=CC(=CC=C1)C#CCCCCO (6-(3-pyridinyl)-5-hexyn-1-ol). The reagents and catalysts are [Pd] (palladium on carbon). Solvent: C(C)(C)O (isopropyl alcohol). The product is N1=CC(=CC=C1)CCCCCCO (3-Pyridinehexanol). Reaction SMILES: [N:1]1[CH:6]=[CH:5][CH:4]=[C:3]([C:7]#[C:8][CH2:9][CH2:10][CH2:11][CH2:12][OH:13])[CH:2]=1>C(O)(C)C.[Pd]>[N:1]1[CH:6]=[CH:5][CH:4]=[C:3]([CH2:7][CH2:8][CH2:9][CH2:10][CH2:11][CH2:12][OH:13])[CH:2]=1. Reported procedure: 3-Pyridinehexanol was prepared by hydrogenation of 20.0 g of the crude 6-(3-pyridinyl)-5-hexyn-1-ol, prepared above in Example 105, dissolved in 200 ml of isopropyl alcohol over 2.0 g of 10% palladium on carbon at 1 atmosphere. The crude product obtained after filtration of the catalyst and evaporation of the solvent was evaporatively distilled to yield 15.8 g (89%) of 3-pyridinehexanol as a yellow oil, bp 120°-150° C./0.2 mm which was 90% pure by gas chromatography analysis. Reactants: CCOC(=O)c1cc(-c2ccccc2)n(C)n1, ClC(Cl)Cl, O=S(=O)(O)Cl. Yields the product CCOC(=O)c1nn(C)c(-c2ccccc2)c1S(=O)(=O)O. RXN SMILES: [CH2:6]([CH3:7])[O:8][C:9](=[O:10])[c:11]1[n:12][n:13]([CH3:22])[c:14](-[c:16]2[cH:17][cH:18][cH:19][cH:20][cH:21]2)[cH:15]1.[CH:23]([Cl:24])([Cl:25])[Cl:26].[Cl:1][S:2](=[O:3])(=[O:4])[OH:5]>>[S:2](=[O:3])(=[O:4])([OH:5])[c:15]1[c:11]([C:9]([O:8][CH2:6][CH3:7])=[O:10])[n:12][n:13]([CH3:22])[c:14]1-[c:16]1[cH:17][cH:18][cH:19][cH:20][cH:21]1. Yields the product O=[N+]([O-])c1cc(NCc2c(F)c(F)c(C(F)(F)F)c(F)c2F)ccc1O. RXN SMILES: [F:12][c:13]1[c:14]([CH2:15][Br:16])[c:17]([F:27])[c:18]([F:26])[c:19]([C:22]([F:23])([F:24])[F:25])[c:20]1[F:21].[NH2:1][c:2]1[cH:3][c:4]([N+:9](=[O:10])[O-:11])[c:5]([OH:8])[cH:6][cH:7]1.[O:28]=[CH:29][N:30]([CH3:31])[CH3:32]>>[NH:1]([c:2]1[cH:3][c:4]([N+:9](=[O:10])[O-:11])[c:5]([OH:8])[cH:6][cH:7]1)[CH2:15][c:14]1[c:13]([F:12])[c:20]([F:21])[c:19]([C:22]([F:23])([F:24])[F:25])[c:18]([F:26])[c:17]1[F:27]. Starting materials: Fc1c(F)c(C(F)(F)F)c(F)c(F)c1CBr, Nc1ccc(O)c([N+](=O)[O-])c1, CN(C)C=O.